From a dataset of the Open Reaction Database (ORD), a public repository of structured organic reaction records. describe an organic reaction: reactants, conditions, products, and yield Reactants: O=C([O-])[O-], CN(C)C(=O)Cl, ClC(Cl)Cl, Cl, Fc1c(F)c(F)c(OC2CCNCC2)c(F)c1F, [K+], [K+], O. The product is CN(C)C(=O)N1CCC(Oc2c(F)c(F)c(F)c(F)c2F)CC1. As a reaction SMILES: [C:1](=[O:2])([O-:3])[O-:4].[CH3:26][N:27]([C:28](=[O:29])[Cl:30])[CH3:31].[CH:33]([Cl:34])([Cl:35])[Cl:36].[ClH:7].[F:8][c:9]1[c:10]([O:11][CH:12]2[CH2:13][CH2:14][NH:15][CH2:16][CH2:17]2)[c:18]([F:25])[c:19]([F:24])[c:20]([F:23])[c:21]1[F:22].[K+:5].[K+:6].[OH2:32]>>[F:8][c:9]1[c:10]([O:11][CH:12]2[CH2:13][CH2:14][N:15]([C:28]([N:27]([CH3:26])[CH3:31])=[O:29])[CH2:16][CH2:17]2)[c:18]([F:25])[c:19]([F:24])[c:20]([F:23])[c:21]1[F:22]. Reactants: ClC1=C(C(=O)Cl)C=CC=C1 (2-chlorobenzoyl chloride), NCC(=O)O (glycine). Product: ClC1=C(C(=O)NCC(=O)O)C=CC=C1 (2-(2-chlorobenzamido)acetic acid). As a reaction SMILES: [Cl:1][C:2]1[CH:10]=[CH:9][CH:8]=[CH:7][C:3]=1[C:4](Cl)=[O:5].[NH2:11][CH2:12][C:13]([OH:15])=[O:14]>>[Cl:1][C:2]1[CH:10]=[CH:9][CH:8]=[CH:7][C:3]=1[C:4]([NH:11][CH2:12][C:13]([OH:15])=[O:14])=[O:5]. Reported procedure: Commercially available 2-chlorobenzoyl chloride was treated with glycine to give 2-(2-chlorobenzamido)acetic acid 21 in good yield. Then, 21 was reacted with acetic anhydride and benzaldehyde, in the presence of sodium acetate, to lead to the corresponding oxazolone in excellent yield. The resulting (4Z)-4-benzylidene-2-(2-chlorophenyl)oxazol-5(4H)-one 22 was converted via a Friedel-Crafts reaction to 1-(2-chlorophenyl)isoquinoline-3-carboxylic acid 23 in moderate yield2. Finally, the dimeric co... Reactants: [Mg] (magnesium), C(C)OCC (diethyl ether), C(C)OCC (diethyl ether), COCC#N (methoxyacetonitrile), ClC=1C=C(C=CC1Cl)[Mg]Br (3,4-dichlorophenylmagnesium bromide), C(C)OCC (diethyl ether), C(C)OCC (diethyl ether). The solvent is BrC1=CC(=C(C=C1)Cl)Cl (1-bromo-3,4-dichlorobenzene). Product: ClC=1C=C(C=CC1Cl)[Mg]Br (3,4-dichlorophenylmagnesium bromide), ClC=1C=C(C=CC1Cl)C(COC)=O (1-(3,4-dichlorophenyl)-2-methoxyethanone). As a reaction SMILES: [Mg].[CH3:2][O:3][CH2:4][C:5]#N.[Cl:7][C:8]1[CH:9]=[C:10]([Mg:15][Br:16])[CH:11]=[CH:12][C:13]=1[Cl:14].C([O:19]CC)C>BrC1C=CC(Cl)=C(Cl)C=1>[Cl:7][C:8]1[CH:9]=[C:10]([Mg:15][Br:16])[CH:11]=[CH:12][C:13]=1[Cl:14].[Cl:7][C:8]1[CH:9]=[C:10]([C:5](=[O:19])[CH2:4][O:3][CH3:2])[CH:11]=[CH:12][C:13]=1[Cl:14]. Procedure details: A solution (about 100 mL) of 3,4-dichlorophenylmagnesium bromide in diethyl ether was prepared from a mixture of magnesium (flakes) (2.07 g) in diethyl ether (100 mL) and 1-bromo-3,4-dichlorobenzene (17.5 g). A solution of methoxyacetonitrile (5.0 g) in diethyl ether (10 mL) was added dropwise to a solution of 3,4-dichlorophenylmagnesium bromide in diethyl ether under ice-cooling, and the resulting mixture was stirred under ice-cooling for 20 min. The reaction mixture was quenched with water, th...